This data is from the Open Reaction Database (ORD), a public repository of structured organic reaction records. The task is: describe an organic reaction: reactants, conditions, products, and yield The reactants are C(=O)N1C(C(N(CC1)C1=CC=C(C=C1)C)=O)C(C(=O)OCC)O (ethyl 2-[1-formyl-3-oxo-4-(p-tolyl)piperazin-2-yl]-2-hydroxyacetate), O[Li].O (LiOH—H2O), [OH-].[Na+] (NaOH). The product is [Li+].C(=O)N1C(C(N(CC1)C1=CC=C(C=C1)C)=O)C(C(=O)[O-])O (2-[1-formyl-3-oxo-4-(p-tolyl)piperazin-2-yl]-2-hydroxyacetic acid lithium salt). The yield is 93.8%. RXN SMILES: [CH:1]([N:3]1[CH2:8][CH2:7][N:6]([C:9]2[CH:14]=[CH:13][C:12]([CH3:15])=[CH:11][CH:10]=2)[C:5](=[O:16])[CH:4]1[CH:17]([OH:23])[C:18]([O:20]CC)=[O:19])=[O:2].O[Li:25].O.[OH-].[Na+]>>[Li+:25].[CH:1]([N:3]1[CH2:8][CH2:7][N:6]([C:9]2[CH:10]=[CH:11][C:12]([CH3:15])=[CH:13][CH:14]=2)[C:5](=[O:16])[CH:4]1[CH:17]([OH:23])[C:18]([O-:20])=[O:19])=[O:2] |f:1.2,3.4,5.6|. Procedure: According to the Step 1-2 in synthetic method for EXAMPLE 1, compound 110-1 (0.14 g) and LiOH—H2O (18 mg) were used instead of 1-1 (LP) and NaOH to obtain compound 110-2 (0.12 g) as a colorless amorphous solid. Reactants: Cc1ccccc1, CCOC(C)=O, ClCc1ccncc1, Cl, CC1(C)OB(c2ccc3c(C(=O)Nc4ccc(F)c(C(F)(F)F)c4)cccc3c2)OC1(C)C, [K+], [K+], [K+], CC(=O)[O-], CC(=O)[O-], O, O=P([O-])([O-])[O-], [Pd+2], c1ccc(P(c2ccccc2)c2ccccc2)cc1. Product: O=C(Nc1ccc(F)c(C(F)(F)F)c1)c1cccc2cc(Cc3ccncc3)ccc12. RXN SMILES: [CH3:70][c:71]1[cH:72][cH:73][cH:74][cH:75][cH:76]1.[CH3:86][CH2:87][O:88][C:89]([CH3:90])=[O:91].[Cl:62][CH2:63][c:64]1[cH:65][cH:66][n:67][cH:68][cH:69]1.[ClH:61].[F:20][c:21]1[c:22]([C:49]([F:50])([F:51])[F:52])[cH:23][c:24]([NH:27][C:28](=[O:29])[c:30]2[cH:31][cH:32][cH:33][c:34]3[cH:35][c:36]([B:40]4[O:41][C:42]([CH3:43])([CH3:44])[C:45]([CH3:46])([CH3:47])[O:48]4)[cH:37][cH:38][c:39]23)[cH:25][cH:26]1.[K+:58].[K+:59].[K+:60].[O-:78][C:79]([CH3:80])=[O:81].[O-:82][C:83]([CH3:84])=[O:85].[OH2:92].[P:53]([O-:54])([O-:55])([O-:56])=[O:57].[Pd+2:77].[c:1]1([P:2]([c:3]2[cH:4][cH:5][cH:6][cH:7][cH:8]2)[c:9]2[cH:10][cH:11][cH:12][cH:13][cH:14]2)[cH:15][cH:16][cH:17][cH:18][cH:19]1>>[F:20][c:21]1[c:22]([C:49]([F:50])([F:51])[F:52])[cH:23][c:24]([NH:27][C:28](=[O:29])[c:30]2[cH:31][cH:32][cH:33][c:34]3[cH:35][c:36]([CH2:63][c:64]4[cH:65][cH:66][n:67][cH:68][cH:69]4)[cH:37][cH:38][c:39]23)[cH:25][cH:26]1. Starting materials: C(C)N1C=C(C(C2=C(C(=C(C(=C12)F)F)F)C)=O)C(=O)O (1-ethyl-6,7,8-trifluoro-1,4-dihydro-5-methyl-4-oxo-3-quinolinecarboxylic acid), N1CCNCC1 (piperazine). Run in C(C)#N (acetonitrile). Yields the product C(C)N1C=C(C(C2=C(C(=C(C(=C12)F)N1CCNCC1)F)C)=O)C(=O)O (1-Ethyl-6,8-difluoro-1,4-dihydro-5-methyl-4-oxo-7-(1-piperazinyl)-3-quinolinecarboxylic acid). The yield is 86.5%. RXN SMILES: [CH2:1]([N:3]1[C:12]2[C:7](=[C:8]([CH3:16])[C:9]([F:15])=[C:10](F)[C:11]=2[F:13])[C:6](=[O:17])[C:5]([C:18]([OH:20])=[O:19])=[CH:4]1)[CH3:2].[NH:21]1[CH2:26][CH2:25][NH:24][CH2:23][CH2:22]1>C(#N)C>[CH2:1]([N:3]1[C:12]2[C:7](=[C:8]([CH3:16])[C:9]([F:15])=[C:10]([N:21]3[CH2:26][CH2:25][NH:24][CH2:23][CH2:22]3)[C:11]=2[F:13])[C:6](=[O:17])[C:5]([C:18]([OH:20])=[O:19])=[CH:4]1)[CH3:2]. Procedure: A mixture of 0.45 g (1.58 mmol) of 1-ethyl-6,7,8-trifluoro-1,4-dihydro-5-methyl-4-oxo-3-quinolinecarboxylic acid, 0.54 g (6.27 mmol) of anhydrous piperazine, and 20 ml of acetonitrile was refluxed for three hours, then cooled to room temperature. The solids were filtered and washed with water, acetonitrile, and ether to give 0.48 g of the title compound, mp 223°-225° C. Starting materials: C(=O)(OC(C)(C)C)N[C@@H](CC1CCCCC1)[C@@H]1CCC(O1)=O (5(S)-[1(S)-(Boc-amino)-2-cyclohexylethyl]dihydrofuran-2-(3H)-one), COC1=C(CI)C=CC(=C1OC)OC (2,3,4-trimethoxybenzyl iodide), solution, C[Si](C)(C)[N-][Si](C)(C)C.[Li+] (lithium bis(trimethylsilyl)amide), CN1CCCN(C1=O)C (DMPU), C(CC(O)(C(=O)O)CC(=O)O)(=O)O (citric acid), C(CC)(=O)O (propionic acid). The solvent is C1CCOC1 (THF), O (water), C1CCOC1 (THF), C(C)(=O)OCC (ethyl acetate), C1CCOC1 (THF). Run at time 20 minute. The product is C(=O)(OC(C)(C)C)N[C@@H](CC1CCCCC1)[C@@H]1C[C@H](C(O1)=O)CC1=C(C(=C(C=C1)OC)OC)OC (5(S)-[1(S)-(Boc-Amino)-2-cyclohexylethyl]-3(R)-[(2,3,4-trimethoxyphenyl)methyl]dihydrofuran-2-(3H)-one). RXN SMILES: [C:1]([NH:8][C@H:9]([C@H:17]1[O:21][C:20](=[O:22])[CH2:19][CH2:18]1)[CH2:10][CH:11]1[CH2:16][CH2:15][CH2:14][CH2:13][CH2:12]1)([O:3][C:4]([CH3:7])([CH3:6])[CH3:5])=[O:2].CN1C(=O)N(C)CCC1.C[Si]([N-][Si](C)(C)C)(C)C.[Li+].[CH3:42][O:43][C:44]1[C:51]([O:52][CH3:53])=[C:50]([O:54][CH3:55])[CH:49]=[CH:48][C:45]=1[CH2:46]I.C(O)(=O)CC.C(O)(=O)CC(CC(O)=O)(C(O)=O)O>C1COCC1.C(OCC)(=O)C.O>[C:1]([NH:8][C@H:9]([C@H:17]1[O:21][C:20](=[O:22])[C@H:19]([CH2:46][C:45]2[CH:48]=[CH:49][C:50]([O:54][CH3:55])=[C:51]([O:52][CH3:53])[C:44]=2[O:43][CH3:42])[CH2:18]1)[CH2:10][CH:11]1[CH2:12][CH2:13][CH2:14][CH2:15][CH2:16]1)([O:3][C:4]([CH3:6])([CH3:7])[CH3:5])=[O:2] |f:2.3|. Procedure details: A solution of 1.47 g (4.72 mmol) of 5(S)-[1(S)-(Boc-amino)-2-cyclohexylethyl]dihydrofuran-2-(3H)-one in 6 ml of abs. THF and 1 ml (1.65 equivalents) of DMPU is cooled down to -75° C., under argon, and treated dropwise, at an internal temperature of below -70° C. and over the space of approximately 20 min, with 9.44 ml of a 1M solution of lithium bis(trimethylsilyl)amide in THF (Aldrich). After a further 20 min at -75° C., a solution of 1.45 g (4.72 mmol) of 2,3,4-trimethoxybenzyl iodide [Example... RXN SMILES: [Br-].[N+:2]([C:5]1[CH:23]=[CH:22][C:8]([C:9](=[O:21])[CH2:10][N+:11]2[C:20]3[C:15](=[CH:16][CH:17]=[CH:18][CH:19]=3)[CH:14]=[CH:13][CH:12]=2)=[CH:7][CH:6]=1)([O-:4])=[O:3].[Cr](O[Cr]([O-])(=O)=O)([O-])(=O)=O.C(=O)(O)[O-].[Na+].[C:38](#[N:41])[CH:39]=[CH2:40]>CN(C)C=O>[C:38]([C:39]1[CH:40]=[C:10]([C:9](=[O:21])[C:8]2[CH:22]=[CH:23][C:5]([N+:2]([O-:4])=[O:3])=[CH:6][CH:7]=2)[N:11]2[C:20]3[C:15](=[CH:16][CH:17]=[CH:18][CH:19]=3)[CH:14]=[CH:13][C:12]=12)#[N:41] |f:0.1,3.4|. Procedure details: The title compound was prepared from 1-(4-nitro-phenacyl)-quinolinium bromide (119 mg, 0.319 mmol), tetrapyridinecobalt(II) dichromate (205 mg, 0.336 mmol), sodium bicarbonate (68.3 mg, 0.813 mmol), acrylonitrile (100 μL, 1.52 mmol), and N,N-dimethylformamide (2.0 mL), similar to Example 1b, and yielded 55.0 mg (50%) as a yellow solid. 1H NMR (CDCl3): 8.43 (dd, J=9.07, 2.20 Hz, 2H), 8.21 (dd, J=8.88, 2.13 Hz, 2H), 8.12 (d, J=8.52 Hz, 1H), 7.89 (dd, J=7.70, 1.64 Hz, 1H), 7.82 (d, J=9.07 Hz, 1H), ... Run in CN(C=O)C (N,N-dimethylformamide). Starting materials: [Br-].[N+](=O)([O-])C1=CC=C(C(C[N+]2=CC=CC3=CC=CC=C23)=O)C=C1 (1-(4-nitro-phenacyl)-quinolinium bromide), [Cr](=O)(=O)([O-])O[Cr](=O)(=O)[O-] (dichromate), C([O-])(O)=O.[Na+] (sodium bicarbonate), C(C=C)#N (acrylonitrile). Product: C(#N)C=1C=C(N2C1C=CC1=CC=CC=C21)C(C2=CC=C(C=C2)[N+](=O)[O-])=O (3-Cyano-1-(4-nitro-benzoyl)-pyrrolo[1,2-a]quinoline). Starting materials: CCC=CCC1C(CC=O)CCC12OCCO2, CC(C)C[AlH]CC(C)C, CC(=O)O, [Cl-], [NH4+], O, c1ccncc1, c1ccccc1. Product: CCC=CCC1C(CCO)CCC12OCCO2. As a reaction SMILES: [CH2:16]1[O:17][C:18]2([CH:19]([CH2:26][CH:27]=[CH:28][CH2:29][CH3:30])[CH:20]([CH2:23][CH:24]=[O:25])[CH2:21][CH2:22]2)[O:31][CH2:32]1.[CH3:1][CH:2]([CH2:3][AlH:4][CH2:5][CH:6]([CH3:7])[CH3:8])[CH3:9].[CH3:42][C:43](=[O:44])[OH:45].[Cl-:33].[NH4+:34].[OH2:41].[cH:10]1[cH:11][cH:12][n:13][cH:14][cH:15]1.[cH:35]1[cH:36][cH:37][cH:38][cH:39][cH:40]1>>[CH2:16]1[O:17][C:18]2([CH:19]([CH2:26][CH:27]=[CH:28][CH2:29][CH3:30])[CH:20]([CH2:23][CH2:24][OH:25])[CH2:21][CH2:22]2)[O:31][CH2:32]1. Reactants: ClC(=O)N1CCOCC1 (N-chlorocarbonylmorpholine), OCC=1C=C(C(N2NCC3=C(C21)SC=C3)=O)C3=CC=CC=C3 (4,5-dihydro-10-(hydroxymethyl)-8-phenyl-7H-pyrido[1,2-b]thieno[2,3-d]pyridazin-7-one), [H-].[Na+] (sodium hydride), ice water, crude product. Solvent: CN(C=O)C (N,N-dimethylformamide), CN(C=O)C (N,N-dimethylformamide). Yields the product O=C1C(=CC(=C2N1NCC1=C2SC=C1)COC(=O)N1CCOCC1)C1=CC=CC=C1 ((4,5-dihydro-7-oxo-8-phenyl-7H-pyrido[1,2-b]-thieno[2,3-d]pyridazin-10-yl)methyl-4-morpholinecarboxylate). As a reaction SMILES: [OH:1][CH2:2][C:3]1[CH:4]=[C:5]([C:17]2[CH:22]=[CH:21][CH:20]=[CH:19][CH:18]=2)[C:6](=[O:16])[N:7]2[C:12]=1[C:11]1[S:13][CH:14]=[CH:15][C:10]=1[CH2:9][NH:8]2.[H-].[Na+].Cl[C:26]([N:28]1[CH2:33][CH2:32][O:31][CH2:30][CH2:29]1)=[O:27]>CN(C)C=O>[O:16]=[C:6]1[N:7]2[NH:8][CH2:9][C:10]3[CH:15]=[CH:14][S:13][C:11]=3[C:12]2=[C:3]([CH2:2][O:1][C:26]([N:28]2[CH2:33][CH2:32][O:31][CH2:30][CH2:29]2)=[O:27])[CH:4]=[C:5]1[C:17]1[CH:22]=[CH:21][CH:20]=[CH:19][CH:18]=1 |f:1.2|. Procedure: 2.62 g of 4,5-dihydro-10-(hydroxymethyl)-8-phenyl-7H-pyrido[1,2-b]thieno[2,3-d]pyridazin-7-one are dissolved in 80 ml of N,N-dimethylformamide and cooled to 3° in an ice-bath. 440 mg of 55 percent sodium hydride (NaH) dispersion are added portionwise thereto and the mixture is stirred for an additional hour after the last portion has been added. A solution of 1.5 g of N-chlorocarbonylmorpholine in 3 ml of N,N-dimethylformamide is now added dropwise thereto. The reaction mixture is left to stir a... Reactants: C([O-])([O-])=O.[K+].[K+] (Potassium carbonate), ICC (iodoethane), BrC1=CC(=C(C=C1)O)CC (4-bromo-2-ethyl-phenol). Run in CN(C)C=O (DMF). Run at time 20 hour. The product is BrC1=CC(=C(C=C1)OCC)CC (4-Bromo-1-ethoxy-2-ethyl-benzene). Isolated yield 71.8%. As a reaction SMILES: C(=O)([O-])[O-].[K+].[K+].I[CH2:8][CH3:9].[Br:10][C:11]1[CH:16]=[CH:15][C:14]([OH:17])=[C:13]([CH2:18][CH3:19])[CH:12]=1>CN(C=O)C>[Br:10][C:11]1[CH:16]=[CH:15][C:14]([O:17][CH2:8][CH3:9])=[C:13]([CH2:18][CH3:19])[CH:12]=1 |f:0.1.2|. Procedure details: Potassium carbonate (3.3 g, 23.6 mmol) followed by iodoethane (0.63 mL, 7.9 mmol) were added to a solution of 4-bromo-2-ethyl-phenol (1.6 g, 7.9 mmol) in DMF (10 mL). The mixture was stirred for 20 hours and then partitioned between 1N HCl and EtOAc. The organic layers were washed with saturated NaHCO3, brine, dried over Na2SO4 and concentrated. The crude yellow oil was purified by flash column chromatography (hexanes) to give the desired product (1.3 g, 72%).